From a dataset of the Open Reaction Database (ORD), a public repository of structured organic reaction records. describe an organic reaction: reactants, conditions, products, and yield Starting materials: F[B-](F)(F)F, CCC(C)C(NC(=O)OC(C)(C)C)C(=O)O, ClCCl, Cl, OC1CNC1, CN(C)C=O, CN(C)C(On1nnc2ccccc21)=[N+](C)C. Product: CCC(C)C(NC(=O)OC(C)(C)C)C(=O)N1CC(O)C1. Reaction SMILES: [B-:17]([F:18])([F:19])([F:20])[F:21].[C:1]([CH3:2])([CH3:3])([CH3:4])[O:5][C:6](=[O:7])[NH:8][CH:9]([C:10](=[O:11])[OH:12])[CH:13]([CH2:14][CH3:15])[CH3:16].[Cl:50][CH2:51][Cl:52].[ClH:39].[NH:40]1[CH2:41][CH:42]([OH:44])[CH2:43]1.[O:45]=[CH:46][N:47]([CH3:48])[CH3:49].[n:22]1([O:23][C:24]([N:25]([CH3:26])[CH3:27])=[N+:28]([CH3:29])[CH3:30])[c:31]2[cH:32][cH:33][cH:34][cH:35][c:36]2[n:37][n:38]1>>[C:1]([CH3:2])([CH3:3])([CH3:4])[O:5][C:6](=[O:7])[NH:8][CH:9]([C:10](=[O:12])[N:40]1[CH2:41][CH:42]([OH:44])[CH2:43]1)[CH:13]([CH2:14][CH3:15])[CH3:16]. Reactants: BrC=1C=C(C(=NC1)N)OCC1=C(C(=CC=C1F)F)Cl (5-bromo-3-(2-chloro-3,6-difluoro-benzyloxy)-pyridin-2-ylamine), C(=O)(O)C1=CC=C(S1)B(O)O (5-carboxythiophene-2-boronic acid). Product: NC1=C(C=C(C=N1)C1=CC=C(S1)C(=O)O)OCC1=C(C(=CC=C1F)F)Cl (5-[6-Amino-5-(2-chloro-3,6-difluoro-benzyloxy)-pyridin-3-yl]-thiophene-2-carboxylic acid). As a reaction SMILES: Br[C:2]1[CH:3]=[C:4]([O:9][CH2:10][C:11]2[C:16]([F:17])=[CH:15][CH:14]=[C:13]([F:18])[C:12]=2[Cl:19])[C:5]([NH2:8])=[N:6][CH:7]=1.[C:20]([C:23]1[S:27][C:26](B(O)O)=[CH:25][CH:24]=1)([OH:22])=[O:21]>>[NH2:8][C:5]1[N:6]=[CH:7][C:2]([C:26]2[S:27][C:23]([C:20]([OH:22])=[O:21])=[CH:24][CH:25]=2)=[CH:3][C:4]=1[O:9][CH2:10][C:11]1[C:16]([F:17])=[CH:15][CH:14]=[C:13]([F:18])[C:12]=1[Cl:19]. Reported procedure: 5-[6-Amino-5-(2-chloro-3,6-difluoro-benzyloxy)-pyridin-3-yl]-thiophene-2-carboxylic acid was prepared following procedure 3 starting from 5-bromo-3-(2-chloro-3,6-difluoro-benzyloxy)-pyridin-2-ylamine and 5-carboxythiophene-2-boronic acid. Reactants: O1C(=CC=C1)C(=O)N1CCNCC1 (N-(2-Furoyl)piperazine), [OH-].[Na+] (NaOH), Br.O1C(CCC1)C(=O)N1CCNCC1 (tetrahydrofuroylpiperazine HBr), hydrobromide salt, salt, solid. The reagents and catalysts are [Ni] (Raney nickel). The solvent is O (H2O), CO (methyl alcohol). The product is O1C(CCC1)C(=O)N1CCNCC1 (N-(Tetrahydro-2-furoyl)piperazine). As a reaction SMILES: [O:1]1[CH:5]=[CH:4][CH:3]=[C:2]1[C:6]([N:8]1[CH2:13][CH2:12][NH:11][CH2:10][CH2:9]1)=[O:7].Br.O1CCCC1C(N1CCNCC1)=O.[OH-].[Na+]>CO.[Ni].O>[O:1]1[CH2:5][CH2:4][CH2:3][CH:2]1[C:6]([N:8]1[CH2:9][CH2:10][NH:11][CH2:12][CH2:13]1)=[O:7] |f:1.2,3.4|. Reported procedure: The furoylpiperazine of Example 1 was converted to the hydrobromide salt (m.p. 173°-175° C.). This salt (39.0 g) in 250 ml methyl alcohol and 9.0 g Raney nickel was hydrogenated at 3 atm. After uptake of H2 ceased, the catalyst was filtered, the solvent concentrated, and the residue crystallized from isopropyl alcohol to give 35.2 g. tetrahydrofuroylpiperazine HBr, m.p. 152°-156° C. This was suspended in 20 ml H2O. Then 10.5 g 50%, NaOH solution was added slowly followed by 2.0 g solid Nα2CO3. T... The reactants are solution, C(C(O)C(O)C(=O)O)(=O)O (tartaric acid), NC1=NC=C(C2=C1C(=CS2)C2=CC=C(C=C2)NC(=O)NC2=CC(=CC=C2)F)C=2C=NN(C2)CCO (N-(4-{4-amino-7-[1-(2-hydroxyethyl)-1H-pyrazol-4-yl]thieno[3,2-c]pyridin-3-yl}phenyl)-N′-(3-fluorophenyl)urea). The solvent is C1CCOC1.O (THF water). Conditions: time 8 hour. The product is C([C@H](O)[C@@H](O)C(=O)O)(=O)O (l-tartaric acid). Reaction SMILES: [C:1]([OH:10])(=[O:9])[CH:2]([CH:4]([C:6]([OH:8])=[O:7])[OH:5])[OH:3].NC1C2C(C3C=CC(NC(NC4C=CC=C(F)C=4)=O)=CC=3)=CSC=2C(C2C=NN(CCO)C=2)=CN=1>C1COCC1.O>[C:1]([OH:10])(=[O:9])[C@@H:2]([C@H:4]([C:6]([OH:8])=[O:7])[OH:5])[OH:3] |f:2.3|. Procedure: A saturated solution of l-tartaric acid was prepared at 25 C by dissolving tartaric acid in a 85/15 v/v THF/water mixture. This solution (2 mL) was heated 2 to 65 C. Approximately 200 mg of N-(4-{4-amino-7-[1-(2-hydroxyethyl)-1H-pyrazol-4-yl]thieno[3,2-c]pyridin-3-yl}phenyl)-N′-(3-fluorophenyl)urea free base solid was then added, which readily dissolved. N-(4-{4-amino-7-[1-(2-hydroxyethyl)-1H-pyrazol-4-yl]thieno[3,2-c]pyridin-3-yl}phenyl)-N′-(3-fluorophenyl)urea L-bitartrate crystallized within ... Reactants: CC(=O)O[BH-](OC(C)=O)OC(C)=O, CCOc1ccc(-n2c(C(C)N(CCC(C)=O)C(=O)Cc3ccc(F)c(C(F)(F)F)c3)nc3ncccc3c2=O)cc1, NC1CCC1, CC(Cl)Cl, ClCCl, [Na+]. Product: CCOc1ccc(-n2c(C(C)N(CCC(C)NC3CCC3)C(=O)Cc3ccc(F)c(C(F)(F)F)c3)nc3ncccc3c2=O)cc1. RXN SMILES: [C:48]([O:49][BH-:50]([O:51][C:52](=[O:53])[CH3:54])[O:55][C:56](=[O:57])[CH3:58])(=[O:59])[CH3:60].[CH2:1]([CH3:2])[O:3][c:4]1[cH:5][cH:6][c:7](-[n:10]2[c:11]([CH:21]([CH3:22])[N:23]([C:24]([CH2:25][c:26]3[cH:27][c:28]([C:33]([F:34])([F:35])[F:36])[c:29]([F:32])[cH:30][cH:31]3)=[O:37])[CH2:38][CH2:39][C:40]([CH3:41])=[O:42])[n:12][c:13]3[c:14]([c:15]2=[O:16])[cH:17][cH:18][cH:19][n:20]3)[cH:8][cH:9]1.[CH:43]1([NH2:47])[CH2:44][CH2:45][CH2:46]1.[Cl:62][CH:63]([Cl:64])[CH3:65].[Cl:66][CH2:67][Cl:68].[Na+:61]>>[CH2:1]([CH3:2])[O:3][c:4]1[cH:5][cH:6][c:7](-[n:10]2[c:11]([CH:21]([CH3:22])[N:23]([C:24]([CH2:25][c:26]3[cH:27][c:28]([C:33]([F:34])([F:35])[F:36])[c:29]([F:32])[cH:30][cH:31]3)=[O:37])[CH2:38][CH2:39][CH:40]([CH3:41])[NH:47][CH:43]3[CH2:44][CH2:45][CH2:46]3)[n:12][c:13]3[c:14]([c:15]2=[O:16])[cH:17][cH:18][cH:19][n:20]3)[cH:8][cH:9]1. Reactants: BrC(Br)(Br)Br, CC(C)(C)c1coc(CO)c(O[SiH](c2ccccc2)c2ccccc2)c1=O, ClCCl, c1ccc(P(c2ccccc2)c2ccccc2)cc1. Product: CC(C)(C)c1coc(CBr)c(O[SiH](c2ccccc2)c2ccccc2)c1=O. As a reaction SMILES: [C:20]([Br:21])([Br:22])([Br:23])[Br:24].[C:25]([CH3:26])([CH3:27])([CH3:28])[c:29]1[c:30](=[O:51])[c:31]([O:37][SiH:38]([c:39]2[cH:40][cH:41][cH:42][cH:43][cH:44]2)[c:45]2[cH:46][cH:47][cH:48][cH:49][cH:50]2)[c:32]([CH2:35][OH:36])[o:33][cH:34]1.[Cl:52][CH2:53][Cl:54].[c:1]1([P:2]([c:3]2[cH:4][cH:5][cH:6][cH:7][cH:8]2)[c:9]2[cH:10][cH:11][cH:12][cH:13][cH:14]2)[cH:15][cH:16][cH:17][cH:18][cH:19]1>>[CH2:20]([Br:24])[c:32]1[c:31]([O:37][SiH:38]([c:39]2[cH:40][cH:41][cH:42][cH:43][cH:44]2)[c:45]2[cH:46][cH:47][cH:48][cH:49][cH:50]2)[c:30](=[O:51])[c:29]([C:25]([CH3:26])([CH3:27])[CH3:28])[cH:34][o:33]1. Starting materials: C[O-].[Na+] (sodium methylate), CC(C(=O)OCC)C(=O)OCC (Diethyl methylmalonate), CNNC (N,N'-dimethylhydrazine). The solvent is CO (methanol). The product is OC=1N(N(C(C1C)=O)C)C (3-Hydroxy-1,2,4-trimethyl-5-pyrazolone). RXN SMILES: [CH3:1][CH:2]([C:8]([O:10]CC)=O)[C:3](OCC)=[O:4].[CH3:13][NH:14][NH:15][CH3:16].C[O-].[Na+]>CO>[OH:10][C:8]1[N:14]([CH3:13])[N:15]([CH3:16])[C:3](=[O:4])[C:2]=1[CH3:1] |f:2.3|. Reported procedure: Diethyl methylmalonate and N,N'-dimethylhydrazine are heated under reflux for 170 hours in methanol in the presence of sodium methylate under an atmosphere of nitrogen. 3-Hydroxy-1,2,4-trimethyl-5-pyrazolone is obtained in the form of colorless crystals which, after recrystallization from ethyl acetate, melt at 87°-89° C. Starting materials: [Na] (sodium), FC1=CC=C(C=C1)[N+](=O)[O-] (p-fluoronitro benzene), FC(CO)(F)F (2,2,2-trifluoro ethanol), O (water). Product: FC(COC1=CC=C(C=C1)[N+](=O)[O-])(F)F (p-(2,2,2-trifluoroethoxy) nitrobenzene). Yield: 62.0%. Reaction SMILES: [Na].F[C:3]1[CH:8]=[CH:7][C:6]([N+:9]([O-:11])=[O:10])=[CH:5][CH:4]=1.O.[F:13][C:14]([F:18])([F:17])[CH2:15][OH:16]>>[F:13][C:14]([F:18])([F:17])[CH2:15][O:16][C:3]1[CH:8]=[CH:7][C:6]([N+:9]([O-:11])=[O:10])=[CH:5][CH:4]=1 |^1:0|. Procedure: Under a nitrogen atmosphere, 10.1 g (0.44 mol) of sodium was dissolved in 200 ml of 2,2,2-trifluoro ethanol in 300 ml of a three-necked flask, to which 40 ml (0.38 mol) of p-fluoronitro benzene was dropped and refluxed for 4 hours. After cooling to a room temperature, water was poured (about 1 liter), and precipitated solids were washed with water and dried, to obtain p-(2,2,2-trifluoroethoxy) nitrobenzene (yield: 62%; and melting point: 76.5° C.). Reactants: C(C)C(C(CP([O-])(=O)CC1CCCCC1)=O)NC(=O)OC(C)(C)C (ethyl-3-(N-tert.-butoxycarbonylamino)-2-oxopropyl(cyclohexylmethyl)phosphinate), C[Si](Br)(C)C (trimethylbromosilane). Run in CO (methanol), O (water), ClCCl (dichloromethane). Run at time 7 hour. Product: Br.NCC(CP(O)(=O)CC1CCCCC1)=O (3-amino-2-oxo-propyl(cyclohexylmethyl)phosphinic acid hydrobromide). Reaction SMILES: C([CH:3]([NH:17]C(OC(C)(C)C)=O)[C:4](=[O:16])[CH2:5][P:6]([CH2:9][CH:10]1[CH2:15][CH2:14][CH2:13][CH2:12][CH2:11]1)(=[O:8])[O-:7])C.C[Si](C)(C)[Br:27]>ClCCl.CO.O>[BrH:27].[NH2:17][CH2:3][C:4](=[O:16])[CH2:5][P:6]([CH2:9][CH:10]1[CH2:15][CH2:14][CH2:13][CH2:12][CH2:11]1)(=[O:7])[OH:8] |f:5.6|. Procedure details: A solution of 1.0 g of ethyl-3-(N-tert.-butoxycarbonylamino)-2-oxopropyl(cyclohexylmethyl)phosphinate in 15 ml of anhydrous dichloromethane under an inert atmosphere at room temperature is treated with 2.1 g of trimethylbromosilane. After stirring for 7 hours the volatile components are removed under reduced pressure to give a pale yellow oil. This oil is dissolved in methanol containing 1% of water and the clear pale yellow solution is stirred overnight at room temperature. The solvent is remov... Procedure: Following the procedure described above for the synthesis of compound 137a (scheme 25, example 97) but substituting compound 135b for the compound 158, title compound 159 was obtained in 21% yield. 1H NMR (400 MHz, DMSO-d6) δ ppm: 12.48(s, 1H), 11.84(s, 1H), 9.26(bs, 1H), 8.62(d, J=5.6 Hz, 1H), 8.05(d, J=12.0 Hz, 1H), 7.94(s, 1H), 7.81(d, J=8.8 Hz, 2H), 7.62-7.55(m, 2H), 7.37-7.31(m, 4H), 7.31-7.24(m, 1H), 7.10(d, J=8.8 Hz, 2H), 6.85(d, J=5.6 Hz, 1H), 3.83(s, 2H), 3.58-3.51(m, 4H), 3.26-3.18(m, ... Isolated yield 21.0%. RXN SMILES: [ClH:1].FC1C=C(NC(NC(=O)CC2C=CC=CC=2)=S)C=CC=1OC1C=CN=C2C=C(C(NC[C@H]3CCNC3)=O)SC=12.[F:41][C:42]1[CH:76]=[C:75]([NH:77][C:78]([NH:80][C:81](=[O:89])[CH2:82][C:83]2[CH:88]=[CH:87][CH:86]=[CH:85][CH:84]=2)=[S:79])[CH:74]=[CH:73][C:43]=1[O:44][C:45]1[CH:50]=[CH:49][N:48]=[C:47]2[CH:51]=[C:52]([C:54]3[CH:59]=[CH:58][C:57]([N:60]4[CH2:65][CH2:64][N:63](C(OC(C)(C)C)=O)[CH2:62][CH2:61]4)=[CH:56][CH:55]=3)[S:53][C:46]=12>>[ClH:1].[ClH:1].[F:41][C:42]1[CH:76]=[C:75]([NH:77][C:78]([NH:80][C:81](=[O:89])[CH2:82][C:83]2[CH:84]=[CH:85][CH:86]=[CH:87][CH:88]=2)=[S:79])[CH:74]=[CH:73][C:43]=1[O:44][C:45]1[CH:50]=[CH:49][N:48]=[C:47]2[CH:51]=[C:52]([C:54]3[CH:55]=[CH:56][C:57]([N:60]4[CH2:65][CH2:64][NH:63][CH2:62][CH2:61]4)=[CH:58][CH:59]=3)[S:53][C:46]=12 |f:0.1,3.4.5|. The product is Cl.Cl.FC=1C=C(C=CC1OC1=C2C(=NC=C1)C=C(S2)C2=CC=C(C=C2)N2CCNCC2)NC(=S)NC(CC2=CC=CC=C2)=O (N-(3-Fluoro-4-(2-(4-(piperazin-1-yl)phenyl)thieno[3,2-b]pyridin-7-yloxy)phenylcarbamothioyl)-2-phenylacetamide di-hydrochloride). The reactants are Cl.FC1=C(OC2=C3C(=NC=C2)C=C(S3)C(=O)NC[C@@H]3CNCC3)C=CC(=C1)NC(=S)NC(CC1=CC=CC=C1)=O ((S)-7-(2-Fluoro-4-(3-(2-phenylacetyl)thioureido)phenoxy)-N-(pyrrolidin-3-ylmethyl)thieno[3,2-b]pyridine-2-carboxamide hydrochloride), compound 135b, FC1=C(OC2=C3C(=NC=C2)C=C(S3)C3=CC=C(C=C3)N3CCN(CC3)C(=O)OC(C)(C)C)C=CC(=C1)NC(=S)NC(CC1=CC=CC=C1)=O (tert-Butyl 4-(4-(7-(2-fluoro-4-(3-(2-phenylacetyl)thioureido)phenoxy)thieno[3,2-b]pyridine-2-yl)phenyl)piperazine-1-carboxylate).